This data is from the Open Reaction Database (ORD), a public repository of structured organic reaction records. The task is: describe an organic reaction: reactants, conditions, products, and yield RXN SMILES: NC1[NH:7][C:6]2=[CH:8][C:9]([C:11]3[CH:16]=[CH:15][CH:14]=[CH:13][CH:12]=3)=[N:10][C:5]2=C(O)N=1.P(Cl)(Cl)(Cl)=O.[C:23]([O-:26])([O-])=[O:24].[Na+].[Na+].N1CCC[CH2:31][CH2:30]1.O1CCOC[CH2:36]1>>[NH2:7][C:6]1[C:8]([CH3:36])=[C:9]([C:11]2[CH:12]=[CH:13][CH:14]=[CH:15][CH:16]=2)[NH:10][C:5]=1[C:23]([O:26][CH2:30][CH3:31])=[O:24] |f:2.3.4|. The reactants are NC1=NC(=C2C(N1)=CC(=N2)C2=CC=CC=C2)O (2-amino-6-phenylpyrrolo[3,2-d]pyrimidin-4-ol), P(=O)(Cl)(Cl)Cl (phosphorus oxychloride), N1CCCCC1 (piperidine), O1CCOCC1 (dioxane), C(=O)([O-])[O-].[Na+].[Na+] (Na2CO3). The product is NC1=C(NC(=C1C)C1=CC=CC=C1)C(=O)OCC (Ethyl 3-amino-4-methyl-5-phenylpyrrole-2-carboxylate). Run at temperature 124 celsius. The yield is 27.0%. Procedure details: In a round-bottomed flask was added 2-amino-6-phenylpyrrolo[3,2-d]pyrimidin-4-ol (Example 66(d)) (0.26 g, 1.2 mmol) and phosphorus oxychloride (2.7 mL, 28.8 mmol). The mixture was heated in a 124° C. oil bath for 24 h, then excess POCl3 was removed in vacuo to afford a brown residue. Ice-cold water was added and the pH of the solution was adjusted to pH 8 (pH paper) by adding aqueous Na2CO3. The resulting precipitate was collected by filtration, washed with water and then dried in a vacuum oven ... The reactants are O (water), OC=1C(=NC=CC1)[N+](=O)[O-] (3-hydroxy-2-nitropyridine), C([O-])([O-])=O.[K+].[K+] (potassium carbonate), COC(=O)NC1=C(CCl)C(=CC=C1)C (2-methoxycarbonylamino-6-methylbenzyl chloride). Run in CN(C=O)C (N,N-dimethylformamide). Reaction conditions: time 15 minute. Yields the product COC(=O)NC1=C(COC=2C(=NC=CC2)[N+](=O)[O-])C(=CC=C1)C (3-(2-methoxycarbonylamino-6-methylbenzyloxy)-2nitropyridine). The yield is 91.0%. RXN SMILES: [OH:1][C:2]1[C:3]([N+:8]([O-:10])=[O:9])=[N:4][CH:5]=[CH:6][CH:7]=1.C(=O)([O-])[O-].[K+].[K+].[CH3:17][O:18][C:19]([NH:21][C:22]1[CH:29]=[CH:28][CH:27]=[C:26]([CH3:30])[C:23]=1[CH2:24]Cl)=[O:20].O>CN(C)C=O>[CH3:17][O:18][C:19]([NH:21][C:22]1[CH:29]=[CH:28][CH:27]=[C:26]([CH3:30])[C:23]=1[CH2:24][O:1][C:2]1[C:3]([N+:8]([O-:10])=[O:9])=[N:4][CH:5]=[CH:6][CH:7]=1)=[O:20] |f:1.2.3|. Procedure: A mixture of 3-hydroxy-2-nitropyridine (3.08 g) and potassium carbonate (3.04 g) in N,N-dimethylformamide (31 ml) was stirred at room temperature for 15 minutes and then 2-methoxycarbonylamino-6-methylbenzyl chloride (4.7 g) was added. After being stirred for 6 hours, the mixture was poured into water and the resulting precipitates were collected by filtration, washed with water, and air-dried to give 3-(2-methoxycarbonylamino-6-methylbenzyloxy)-2nitropyridine (6.35 g). The reactants are C1COCCO1, CC(C)(C)[O-], CC1(C)c2cccc(P(c3ccccc3)c3ccccc3)c2Oc2c(P(c3ccccc3)c3ccccc3)cccc21, CNC(=O)c1ccccc1Nc1cc(Cl)ncc1Cl, Cl, Cl, Nc1cnn(CC(=O)O)c1, [Na+], O=C(C=Cc1ccccc1)C=Cc1ccccc1, O=C(C=Cc1ccccc1)C=Cc1ccccc1, O=C(C=Cc1ccccc1)C=Cc1ccccc1, [Pd], [Pd]. RXN SMILES: [CH2:80]1[O:81][CH2:82][CH2:83][O:84][CH2:85]1.[CH3:1][C:2]([CH3:3])([O-:4])[CH3:5].[CH3:38][C:39]1([CH3:40])[c:41]2[cH:42][cH:43][cH:44][c:45]([P:46]([c:47]3[cH:48][cH:49][cH:50][cH:51][cH:52]3)[c:53]3[cH:54][cH:55][cH:56][cH:57][cH:58]3)[c:59]2[O:60][c:61]2[c:62]1[cH:63][cH:64][cH:65][c:66]2[P:67]([c:68]1[cH:69][cH:70][cH:71][cH:72][cH:73]1)[c:74]1[cH:75][cH:76][cH:77][cH:78][cH:79]1.[Cl:19][c:20]1[n:21][cH:22][c:23]([Cl:37])[c:24]([NH:26][c:27]2[c:28]([C:29](=[O:30])[NH:31][CH3:32])[cH:33][cH:34][cH:35][cH:36]2)[cH:25]1.[ClH:7].[ClH:8].[NH2:9][c:10]1[cH:11][n:12][n:13]([CH2:15][C:16](=[O:17])[OH:18])[cH:14]1.[Na+:6].[O:106]=[C:107]([CH:108]=[CH:109][c:110]1[cH:111][cH:112][cH:113][cH:114][cH:115]1)[CH:116]=[CH:117][c:118]1[cH:119][cH:120][cH:121][cH:122][cH:123]1.[O:124]=[C:125]([CH:126]=[CH:127][c:128]1[cH:129][cH:130][cH:131][cH:132][cH:133]1)[CH:134]=[CH:135][c:136]1[cH:137][cH:138][cH:139][cH:140][cH:141]1.[O:88]=[C:89]([CH:90]=[CH:91][c:92]1[cH:93][cH:94][cH:95][cH:96][cH:97]1)[CH:98]=[CH:99][c:100]1[cH:101][cH:102][cH:103][cH:104][cH:105]1.[Pd:86].[Pd:87]>>[NH:9]([c:10]1[cH:11][n:12][n:13]([CH2:15][C:16](=[O:17])[OH:18])[cH:14]1)[c:20]1[n:21][cH:22][c:23]([Cl:37])[c:24]([NH:26][c:27]2[c:28]([C:29](=[O:30])[NH:31][CH3:32])[cH:33][cH:34][cH:35][cH:36]2)[cH:25]1. Yields the product CNC(=O)c1ccccc1Nc1cc(Nc2cnn(CC(=O)O)c2)ncc1Cl. Reactants: C(C)NCC (diethylamine), DDC(Dithiocarb Sodium), C(CCC)C1=NC=2C(=NC(=C(C2)C2=NC=CC=C2)C(=O)O)N1CC1=CC=C(C=C1)C1=C(C=CC=C1)C1=NN=NN1C(C)OCC (2-butyl-6-pyridin-2-yl-3-{2'-[1-(1-ethoxyethyl)-1H-tetrazol-5-yl]-biphenyl-4-ylmethyl}-3H-imidazo[4,5-b]pyridin-5-carboxylic acid). The reagents and catalysts are CN(C)C=1C=CN=CC1 (DMAP). The solvent is C(Cl)Cl (CH2Cl2). Run at time 16 hour. The product is C(C)[N-]CC.C(CCC)C1=NC=2C(=NC(=C(C2)C2=NC=CC=C2)C(=O)[O-])N1CC1=CC=C(C=C1)C1=C(C=CC=C1)C1=NN=NN1C(C)OCC (2-butyl-6-pyridin-2-yl-3-{2'-[1-(1-ethoxyethyl)-1H-tetrazol-5-yl]-biphenyl-4-ylmethyl}-3H-imidazo[4,5-b]pyridin-5-carboxylate diethylamide). Yield: 77.6%. RXN SMILES: [CH2:1]([C:5]1[N:22]([CH2:23][C:24]2[CH:29]=[CH:28][C:27]([C:30]3[CH:35]=[CH:34][CH:33]=[CH:32][C:31]=3[C:36]3[N:40]([CH:41]([O:43][CH2:44][CH3:45])[CH3:42])[N:39]=[N:38][N:37]=3)=[CH:26][CH:25]=2)[C:8]2=[N:9][C:10]([C:19]([OH:21])=[O:20])=[C:11]([C:13]3[CH:18]=[CH:17][CH:16]=[CH:15][N:14]=3)[CH:12]=[C:7]2[N:6]=1)[CH2:2][CH2:3][CH3:4].C(NCC)C>C(Cl)Cl.CN(C1C=CN=CC=1)C>[CH2:5]([N-:6][CH2:7][CH3:12])[CH3:1].[CH2:1]([C:5]1[N:22]([CH2:23][C:24]2[CH:29]=[CH:28][C:27]([C:30]3[CH:35]=[CH:34][CH:33]=[CH:32][C:31]=3[C:36]3[N:40]([CH:41]([O:43][CH2:44][CH3:45])[CH3:42])[N:39]=[N:38][N:37]=3)=[CH:26][CH:25]=2)[C:8]2=[N:9][C:10]([C:19]([O-:21])=[O:20])=[C:11]([C:13]3[CH:18]=[CH:17][CH:16]=[CH:15][N:14]=3)[CH:12]=[C:7]2[N:6]=1)[CH2:2][CH2:3][CH3:4] |f:4.5|. Procedure: 80 mg (0.13 mmole) of the compound obtained in step 1 was dissolved in 2 ml of CH2Cl2 and to the resulting solution were added 12 mg (0.16 mmole) of diethylamine, 33 mg (0.16 mmole) of DDC(Dithiocarb Sodium) and 2 mg (0.016 mmole) of DMAP. The resultant was stirred for 16 hours at room temperature and evaporated under reduced pressure to remove the residual solvent. The residue was purified with column chromatography (ethyl acetate) to obtain 34 mg of the title compound (yield 40%). The reactants are NC1C2=CC=CC=C2C=2C=CC=CC12 (9-Aminofluorene), CN(C1(CCC(CC1)=O)C1=CC=CC=C1)C (4-dimethylamino-4-phenylcyclohexanone), C(C)(=O)O (acetic acid), C(C)(=O)O[BH-](OC(C)=O)OC(C)=O.[Na+] (sodium triacetoxyborohydride). The solvent is ClCCCl (1,2-dichloroethane). Conditions: time 24 hour. Yields the product C1=CC=CC=2C3=CC=CC=C3C(C12)NC1CCC(CC1)(N(C)C)C1=CC=CC=C1 (N′-(9H-fluoren-9-yl)-N,N-dimethyl-1-phenyl-cyclohexane-1,4-diamine). The yield is 57.5%. RXN SMILES: [NH2:1][CH:2]1[C:14]2[CH:13]=[CH:12][CH:11]=[CH:10][C:9]=2[C:8]2[C:3]1=[CH:4][CH:5]=[CH:6][CH:7]=2.[CH3:15][N:16]([CH3:30])[C:17]1([C:24]2[CH:29]=[CH:28][CH:27]=[CH:26][CH:25]=2)[CH2:22][CH2:21][C:20](=O)[CH2:19][CH2:18]1.C(O)(=O)C.C(O[BH-](OC(=O)C)OC(=O)C)(=O)C.[Na+]>ClCCCl>[CH:13]1[C:14]2[CH:2]([NH:1][CH:20]3[CH2:19][CH2:18][C:17]([C:24]4[CH:25]=[CH:26][CH:27]=[CH:28][CH:29]=4)([N:16]([CH3:30])[CH3:15])[CH2:22][CH2:21]3)[C:3]3[C:8](=[CH:7][CH:6]=[CH:5][CH:4]=3)[C:9]=2[CH:10]=[CH:11][CH:12]=1 |f:3.4|. Procedure details: 9-Aminofluorene (362 mg, 2 mmol) and 4-dimethylamino-4-phenylcyclohexanone (434 mg, 2 mmol) were dissolved in dry 1,2-dichloroethane (10 ml) under argon. Glacial acetic acid (2 mmol) and sodium triacetoxyborohydride (600 mg) were added to this mixture and the mixture was stirred for 24 hours at RT. For working up, the mixture was concentrated and the residue was adjusted to pH 11 with five molar sodium hydroxide solution. The alkaline phase was diluted with water (10 ml) and extracted with ethyl... Reactants: O (water), N1(C=CC=C1)C1=NC(=NN1)C(=O)O (5-Pyrrol-1-yl-1H-[1,2,4]triazole-3-carboxylic acid), Cl.Cl.C(C)(C)N1CCC(CC1)N (1-Isopropyl-piperidin-4-ylamine dihydrochloride), C1COC(=O)N1P(=O)(N2CCOC2=O)Cl (BOP-Cl). Solvent: CN(C)C=O (DMF), CCN(CC)CC (NEt3). Reaction conditions: time 16 hour. Product: C(C)(C)N1CCC(CC1)NC(=O)C1=NNC(=N1)N1C=CC=C1 (5-Pyrrol-1-yl-1H-[1,2,4]triazole-3-carboxylic acid (1-isopropyl-piperidin-4-yl)-amide). Reaction SMILES: [N:1]1([C:6]2[NH:10][N:9]=[C:8]([C:11]([OH:13])=O)[N:7]=2)[CH:5]=[CH:4][CH:3]=[CH:2]1.Cl.Cl.[CH:16]([N:19]1[CH2:24][CH2:23][CH:22]([NH2:25])[CH2:21][CH2:20]1)([CH3:18])[CH3:17].C1N(P(Cl)(N2C(=O)OCC2)=O)C(=O)OC1.O>CN(C=O)C.CCN(CC)CC>[CH:16]([N:19]1[CH2:24][CH2:23][CH:22]([NH:25][C:11]([C:8]2[N:7]=[C:6]([N:1]3[CH:2]=[CH:3][CH:4]=[CH:5]3)[NH:10][N:9]=2)=[O:13])[CH2:21][CH2:20]1)([CH3:18])[CH3:17] |f:1.2.3|. Procedure details: To 100 mg 5-Pyrrol-1-yl-1H-[1,2,4]triazole-3-carboxylic acid in 1 ml DMF and 0.3 ml NEt3, 121 mg 1-Isopropyl-piperidin-4-ylamine dihydrochloride and 142 mg BOP-Cl were added at RT and the mixture was stirred for 16 h. After addition of 5 ml of water the mixture was filtered through a chem elut® cartridge by elution with ethyl acetate and then concentrated under reduced pressure. The obtained crude product was used without further purification in the next reaction step. Yield: 170 mg. Starting materials: C(C)OC(COC=1C=C2C(=C(N(C2=CC1)CC1=CC=CC=C1)C)CC(=O)N)=O (2-[[3-(2-amino-2-oxoethyl)-2-methyl-1-(phenylmethyl)-1H-indol-5-yl]oxy]acetic acid ethyl ester), [OH-].[Na+] (NaOH), Cl (HCl). Solvent: CCO (EtOH), C1CCOC1 (THF). Yields the product NC(CC1=C(N(C2=CC=C(C=C12)OCC(=O)O)CC1=CC=CC=C1)C)=O (2-[[3-(2-amino-2-oxoethyl)-2-methyl-1-(phenylmethyl)-1H-indol-5-yl]oxy]acetic acid). Yield: 88.0%. As a reaction SMILES: C([O:3][C:4](=[O:28])[CH2:5][O:6][C:7]1[CH:8]=[C:9]2[C:13](=[CH:14][CH:15]=1)[N:12]([CH2:16][C:17]1[CH:22]=[CH:21][CH:20]=[CH:19][CH:18]=1)[C:11]([CH3:23])=[C:10]2[CH2:24][C:25]([NH2:27])=[O:26])C.[OH-].[Na+].Cl>CCO.C1COCC1>[NH2:27][C:25](=[O:26])[CH2:24][C:10]1[C:9]2[C:13](=[CH:14][CH:15]=[C:7]([O:6][CH2:5][C:4]([OH:28])=[O:3])[CH:8]=2)[N:12]([CH2:16][C:17]2[CH:18]=[CH:19][CH:20]=[CH:21][CH:22]=2)[C:11]=1[CH3:23] |f:1.2|. Procedure: A solution of 190 mg (0.5 mmol) of 2-[[3-(2-amino-2-oxoethyl)-2-methyl-1-(phenylmethyl)-1H-indol-5-yl]oxy]acetic acid ethyl ester and 2 mL of 5N NaOH in 30 mL of EtOH and 10 mL of THF was stirred for approximately 15 hours, the mixture made acidic with 5N HCl and extracted with EtOAc. The EtOAc solution was washed with saturated NaCl solution, dried (Na2SO4), and concentrated at reduced pressure. The residue was washed with ether to give 155 mg (90% yield) of 2-[[3-(2-amino-2-oxoethyl)-2-methyl-... Reactants: [BH4-].[Na+] (NaBH4), C(C)(C)(C)C1=C(C(=CC(=C1)C(C)(C)C)C=NC1=C(C=CC=C1Br)Br)O (2,4-bis(tert-butyl)-6-[[(2,6-dibromophenyl)imino]methyl]phenol), O (Water). The solvent is CO (methanol). Run at time 2 hour. The product is C(C)(C)(C)C1=C(C(=CC(=C1)C(C)(C)C)CNC1=C(C=CC=C1Br)Br)O (2,4-bis(tert-butyl)-6-[[(2,6-dibromophenyl)amino]methyl]phenol). RXN SMILES: [C:1]([C:5]1[CH:10]=[C:9]([C:11]([CH3:14])([CH3:13])[CH3:12])[CH:8]=[C:7]([CH:15]=[N:16][C:17]2[C:22]([Br:23])=[CH:21][CH:20]=[CH:19][C:18]=2[Br:24])[C:6]=1[OH:25])([CH3:4])([CH3:3])[CH3:2].[BH4-].[Na+].O>CO>[C:1]([C:5]1[CH:10]=[C:9]([C:11]([CH3:14])([CH3:13])[CH3:12])[CH:8]=[C:7]([CH2:15][NH:16][C:17]2[C:22]([Br:23])=[CH:21][CH:20]=[CH:19][C:18]=2[Br:24])[C:6]=1[OH:25])([CH3:2])([CH3:3])[CH3:4] |f:1.2|. Procedure: To a suspension of 2,4-bis(tert-butyl)-6-[[(2,6-dibromophenyl)imino]methyl]phenol (0.91 g, 2.41 mmol) in methanol (20 ml) was added NaBH4 (1.2 g), in small portions. The yellow suspension was stirred for 2 hours during which the yellow solution turned clear. Water (10 ml) was then slowly added, the organic phase separated and the aqueous phase extracted with dichloromethane (3×10 ml). The organic fractions were combined, dried (NaSO4), and the solvent removed under reduced pressure. The crude pr...